This data is from the Open Reaction Database (ORD), a public repository of structured organic reaction records. The task is: describe an organic reaction: reactants, conditions, products, and yield Conditions: time 15 minute. Run in COC(C)(C)C (methyl-tertbutyl ether). Procedure: To 20 mL of 2-Methoxy-ethanol 243 mg of NaH (6.09 mmol, 60% suspension in oil) were added and the mixture was stirred for 15 min. in an argon atmosphere. 1 g (5.8 mmol) 2-Chloro-4-methyl-5-nitro-pyridine were added and the reaction mixture was stirred for 3 h at room temperature. After addition of 40 mL water and methyl-tertbutyl ether, the phases were separated and the organic phase was washed with saturated NaHCO3 solution and water and was dried over Na2SO4. After filtration, the solvent was ... Starting materials: COCCO (2-Methoxy-ethanol), [H-].[Na+] (NaH), O (water), ClC1=NC=C(C(=C1)C)[N+](=O)[O-] (2-Chloro-4-methyl-5-nitro-pyridine). As a reaction SMILES: [CH3:1][O:2][CH2:3][CH2:4][OH:5].[H-].[Na+].Cl[C:9]1[CH:14]=[C:13]([CH3:15])[C:12]([N+:16]([O-:18])=[O:17])=[CH:11][N:10]=1.O>COC(C)(C)C>[CH3:1][O:2][CH2:3][CH2:4][O:5][C:9]1[CH:14]=[C:13]([CH3:15])[C:12]([N+:16]([O-:18])=[O:17])=[CH:11][N:10]=1 |f:1.2|. The product is COCCOC1=NC=C(C(=C1)C)[N+](=O)[O-] (2-(2-Methoxy-ethoxy)-4-methyl-5-nitro-pyridine). Starting materials: CCCCCCCCCCCCCCCC(=O)Cl, CCCCN(CCCC)CCCC, CN(C)C=O, Cc1cc(C(=O)O)ccc1N. Yields the product CCCCCCCCCCCCCCCC(=O)Nc1ccc(C(=O)O)cc1C. As a reaction SMILES: [C:25]([CH2:26][CH2:27][CH2:28][CH2:29][CH2:30][CH2:31][CH2:32][CH2:33][CH2:34][CH2:35][CH2:36][CH2:37][CH2:38][CH2:39][CH3:40])(=[O:41])[Cl:42].[CH3:12][CH2:13][CH2:14][CH2:15][N:16]([CH2:17][CH2:18][CH2:19][CH3:20])[CH2:21][CH2:22][CH2:23][CH3:24].[CH3:43][N:44]([CH3:45])[CH:46]=[O:47].[NH2:1][c:2]1[c:3]([CH3:11])[cH:4][c:5]([C:6](=[O:7])[OH:8])[cH:9][cH:10]1>>[NH:1]([c:2]1[c:3]([CH3:11])[cH:4][c:5]([C:6](=[O:7])[OH:8])[cH:9][cH:10]1)[C:25]([CH2:26][CH2:27][CH2:28][CH2:29][CH2:30][CH2:31][CH2:32][CH2:33][CH2:34][CH2:35][CH2:36][CH2:37][CH2:38][CH2:39][CH3:40])=[O:41]. The reactants are Nc1ccc2c(c1)OCO2, ClC(Cl)Cl, CC(Cl)C(=O)Cl, [Na+], [OH-]. Yields the product CC(Cl)C(=O)Nc1ccc2c(c1)OCO2. As a reaction SMILES: [CH2:1]1[O:2][c:3]2[cH:4][c:5]([NH2:6])[cH:7][cH:8][c:9]2[O:10]1.[CH:19]([Cl:20])([Cl:21])[Cl:22].[Cl:13][CH:14]([C:15](=[O:16])[Cl:17])[CH3:18].[Na+:12].[OH-:11]>>[CH2:1]1[O:2][c:3]2[cH:4][c:5]([NH:6][C:15]([CH:14]([Cl:13])[CH3:18])=[O:16])[cH:7][cH:8][c:9]2[O:10]1. Starting materials: C(C1=CC=CC=C1)OC1=C(C(=O)O)C=CC(=C1)OCC1=CC=CC=C1 (2,4-Bis-benzyloxy-benzoic acid), S(=O)(Cl)Cl (thionyl chloride). Reagents/catalysts: CN(C)C=O (DMF). Product: C(C1=CC=CC=C1)OC1=C(C(=O)Cl)C=CC(=C1)OCC1=CC=CC=C1 (2,4-Bis-benzyloxy-benzoyl chloride). RXN SMILES: [CH2:1]([O:8][C:9]1[CH:17]=[C:16]([O:18][CH2:19][C:20]2[CH:25]=[CH:24][CH:23]=[CH:22][CH:21]=2)[CH:15]=[CH:14][C:10]=1[C:11](O)=[O:12])[C:2]1[CH:7]=[CH:6][CH:5]=[CH:4][CH:3]=1.S(Cl)([Cl:28])=O>CN(C=O)C>[CH2:1]([O:8][C:9]1[CH:17]=[C:16]([O:18][CH2:19][C:20]2[CH:25]=[CH:24][CH:23]=[CH:22][CH:21]=2)[CH:15]=[CH:14][C:10]=1[C:11]([Cl:28])=[O:12])[C:2]1[CH:7]=[CH:6][CH:5]=[CH:4][CH:3]=1. Procedure: Compound 37 (1 g, 3 mmol) was mixed with thionyl chloride (7.2 g, 60 mmol) and 3 drops of DMF. The reaction mixture was refluxed for 3 h under nitrogen. After cooling down to room temperature, thionyl chloride was removed under reduced pressure. Toluene (5 mL) was then added, and the mixture was dried under reduced pressure again. This process was repeated twice to ensure all the excess of thionyl chloride was removed. The compound 38 was further dried under high vacuum for half an hour and was ... Reactants: Cl, Nc1ccccc1, Nc1ccccc1, O=C1CCC(c2ccccc2)O1, c1ccccc1. The product is O=C1CCC(c2ccccc2)N1c1ccccc1. As a reaction SMILES: [ClH:20].[NH2:13][c:14]1[cH:15][cH:16][cH:17][cH:18][cH:19]1.[NH2:21][c:22]1[cH:23][cH:24][cH:25][cH:26][cH:27]1.[c:1]1([CH:7]2[CH2:8][CH2:9][C:10](=[O:11])[O:12]2)[cH:2][cH:3][cH:4][cH:5][cH:6]1.[cH:28]1[cH:29][cH:30][cH:31][cH:32][cH:33]1>>[c:1]1([CH:7]2[CH2:8][CH2:9][C:10](=[O:12])[N:13]2[c:14]2[cH:15][cH:16][cH:17][cH:18][cH:19]2)[cH:2][cH:3][cH:4][cH:5][cH:6]1.